describe an organic reaction: reactants, conditions, products, and yield From a dataset of the Open Reaction Database (ORD), a public repository of structured organic reaction records. Reactants: C(N)(=O)C=1C=C(C=O)C=CC1OC (3-Carbamoyl-4-methoxy-benzaldehyde), C(N)(=O)C=1C=C(C=O)C=CC1OC (3-carbamoyl-4-methoxy-benzaldehyde), B(Br)(Br)Br (Boron tribromide). Solvent: C(Cl)Cl (CH2Cl2). Conditions: temperature 23 celsius, time 18 hour. The product is C(=O)C=1C=CC(=C(C(=O)N)C1)O (5-formyl-2-hydroxy-benzamide). Isolated yield 55.0%. RXN SMILES: [C:1]([C:4]1[CH:5]=[C:6]([CH:9]=[CH:10][C:11]=1[O:12]C)[CH:7]=[O:8])(=[O:3])[NH2:2].B(Br)(Br)Br>C(Cl)Cl>[CH:7]([C:6]1[CH:9]=[CH:10][C:11]([OH:12])=[C:4]([CH:5]=1)[C:1]([NH2:2])=[O:3])=[O:8]. Procedure: 3-Carbamoyl-4-methoxy-benzaldehyde compound 41 (1.065 g, 5.95 mmol) was stirred in dry CH2Cl2 (120 mL) at −78° C. under argon. Boron tribromide (10.71 mL, 1.0 M, 10.71 mmol) was added, and the reaction stirred 18 h while warming to 23° C. The reaction was quenched with 0.05 N HCl (80 mL), and was allowed to stir for 15 min. The organic layer was collected, and the aqueous layer was further extracted with EtOAc (2×50 mL). Organics were combined, dried (Na2SO4), and concentrated. Purification by f... Reactants: methyl, P(O)(O)(O)=O (phosphoric acid), O=P12OP3(=O)OP(=O)(O1)OP(=O)(O2)O3 (phosphorus pentoxide), [I-].[K+] (potassium iodide), OCCCCCCCCCCCCCCCC(=O)O (16-hydroxyhexadecanoic acid). Solvent: CCOCC (ether), O (water). Reaction conditions: temperature 110 celsius. Yields the product IC(C(=O)O)CCCCCCCCCCCCCC (iodohexadecanoic acid). Yield: 7.6%. Reaction SMILES: P(=O)(O)(O)O.O=P12OP3(OP(OP(O3)(O1)=O)(=O)O2)=O.[I-:20].[K+].O[CH2:23][CH2:24][CH2:25][CH2:26][CH2:27][CH2:28][CH2:29][CH2:30][CH2:31][CH2:32][CH2:33][CH2:34][CH2:35][CH2:36][CH2:37][C:38]([OH:40])=[O:39]>CCOCC.O>[I:20][CH:37]([CH2:36][CH2:35][CH2:34][CH2:33][CH2:32][CH2:31][CH2:30][CH2:29][CH2:28][CH2:27][CH2:26][CH2:25][CH2:24][CH3:23])[C:38]([OH:40])=[O:39] |f:2.3|. Procedure: Procedure 3, Step A, for the preparation of methyl 16-=iodohexadecanoate (9), follows Takahashi et al, Appl. Radiat. Isot., 42, 801 (1991), incorporated herein by reference. To a mixture of phosphoric acid, (840 mg, 8.6 mmol) and phosphorus pentoxide (ca 450 mg), potassium iodide (868 mg, 5.2 mmol) and 16-hydroxyhexadecanoic acid (353 mg, 1.3 mmol), available from Aldrich Chemical Co., is added at room temperature and the mixture is heated at 110° C. for 3.5 h. The mixture is cooled to room temp... Starting materials: CN[C@@H]1C[C@H]2O[C@@](C)([C@@H]1OC)n1c3ccccc3c3c4c(c5c6ccccc6n2c5c31)C(=O)NC4 (staurosporine), Cn1c(C=O)nc2ccccc12. The reagents and catalysts are CC(C)[O-].CC(C)[O-].CC(C)[O-].CC(C)[O-].[Ti+4] (Ti(OiPr)4), CC(=O)O (acetic acid), CC(=O)O[BH-](OC(C)=O)OC(C)=O.[Na+] (Sodium triacetoxyborohydride). The solvent is CN1CCCC1=O (NMP), CN1CCCC1=O (NMP), CN1CCCC1=O (NMP), CN1CCCC1=O (NMP), CN1CCCC1=O (NMP), CN1CCCC1=O (NMP), CN1CCCC1=O (NMP). Reaction conditions: temperature 22 celsius, time 18 hour. Product: CO[C@@H]1[C@@H](C[C@H]2O[C@]1(C)n3c4ccccc4c5c6CNC(=O)c6c7c8ccccc8n2c7c35)N(C)Cc9nc%10ccccc%10n9C, CN[C@@H]1C[C@H]2O[C@@](C)([C@@H]1OC)n1c3ccccc3c3c4c(c5c6ccccc6n2c5c31)C(=O)NC4 (Staurosporine), Cn1c(C=O)nc2ccccc12.